This data is from the Open Reaction Database (ORD), a public repository of structured organic reaction records. The task is: describe an organic reaction: reactants, conditions, products, and yield The reactants are FC1=NC(=CC=C1C(=O)O)F (2,6-difluoropyridine-3-carboxylic acid), Cl.FC1=CC=C(C=C1)CCOCC(=N)N (2-[2-(4-fluoro-phenyl)-ethoxy]-acetamidine hydrochloride). The product is FC=1C=CC2=C(N=C(NC2=O)COCCC2=CC=C(C=C2)F)N1 (7-Fluoro-2-[2-(4-fluoro-phenyl)-ethoxymethyl]-3H-pyrido[2,3-d]pyrimidin-4-one). As a reaction SMILES: F[C:2]1[C:7]([C:8]([OH:10])=O)=[CH:6][CH:5]=[C:4]([F:11])[N:3]=1.Cl.[F:13][C:14]1[CH:19]=[CH:18][C:17]([CH2:20][CH2:21][O:22][CH2:23][C:24]([NH2:26])=[NH:25])=[CH:16][CH:15]=1>>[F:11][C:4]1[CH:5]=[CH:6][C:7]2[C:8](=[O:10])[NH:26][C:24]([CH2:23][O:22][CH2:21][CH2:20][C:17]3[CH:16]=[CH:15][C:14]([F:13])=[CH:19][CH:18]=3)=[N:25][C:2]=2[N:3]=1 |f:1.2|. Procedure details: The title compound was prepared in analogy to example 85 from 2,6-difluoropyridine-3-carboxylic acid and 2-[2-(4-fluoro-phenyl)-ethoxy]-acetamidine hydrochloride (example 80.2). Light brown solid. MS: m/e=318.1 [M+H+].